describe an organic reaction: reactants, conditions, products, and yield From a dataset of the Open Reaction Database (ORD), a public repository of structured organic reaction records. Reported procedure: According to Example 36-1, N-methyl-o-toluamide (1.70 g) and 4-(2-benzyloxyethoxy)-2-methoxybenzonitrile (3.30 g) were reacted, to give 3-[4-(2-benzyloxyethoxy)-2-methoxyphenyl]isoquinolin-1-one (0.47 g). The yield is 10.3%. RXN SMILES: [CH3:1][NH:2][C:3]([C:5]1[C:6]([CH3:11])=[CH:7][CH:8]=[CH:9][CH:10]=1)=[O:4].[CH2:12]([O:19][CH2:20][CH2:21][O:22][C:23]1[CH:30]=[CH:29][C:26](C#N)=[C:25]([O:31][CH3:32])[CH:24]=1)[C:13]1[CH:18]=[CH:17][CH:16]=[CH:15][CH:14]=1>>[CH2:12]([O:19][CH2:20][CH2:21][O:22][C:23]1[CH:30]=[CH:29][C:26]([C:1]2[NH:2][C:3](=[O:4])[C:5]3[C:6]([CH:11]=2)=[CH:7][CH:8]=[CH:9][CH:10]=3)=[C:25]([O:31][CH3:32])[CH:24]=1)[C:13]1[CH:14]=[CH:15][CH:16]=[CH:17][CH:18]=1. Product: C(C1=CC=CC=C1)OCCOC1=CC(=C(C=C1)C=1NC(C2=CC=CC=C2C1)=O)OC (3-[4-(2-benzyloxyethoxy)-2-methoxyphenyl]isoquinolin-1-one). Starting materials: CNC(=O)C=1C(=CC=CC1)C (N-methyl-o-toluamide), C(C1=CC=CC=C1)OCCOC1=CC(=C(C#N)C=C1)OC (4-(2-benzyloxyethoxy)-2-methoxybenzonitrile). Reactants: O (water), [H-].[Na+] (Sodium hydride), C(C)(C)C1=CC=C(C=C1)C1C(OC2=C1C(=C(C(=C2C)C)O)C)(C)C (3-(4-isopropylphenyl)-2,2,4,6,7-pentamethyl-2,3-dihydrobenzofuran-5-ol), ClC1=C(C=C(C=C1)[N+](=O)[O-])[N+](=O)[O-] (1-chloro-2,4-dinitrobenzene). Solvent: CN(C=O)C (N,N-dimethylformamide). Run at time 20 minute. Product: C(C)(C)C1=CC=C(C=C1)C1C(OC2=C1C(=C(C(=C2C)C)OC2=C(C=C(C=C2)[N+](=O)[O-])[N+](=O)[O-])C)(C)C (3-(4-Isopropylphenyl)-5-(2,4-dinitrophenyloxy)-2,2,4,6,7-pentamethyl-2,3-dihydrobenzofuran). The yield is 49.6%. Reaction SMILES: [H-].[Na+].[CH:3]([C:6]1[CH:11]=[CH:10][C:9]([CH:12]2[C:16]3[C:17]([CH3:24])=[C:18]([OH:23])[C:19]([CH3:22])=[C:20]([CH3:21])[C:15]=3[O:14][C:13]2([CH3:26])[CH3:25])=[CH:8][CH:7]=1)([CH3:5])[CH3:4].Cl[C:28]1[CH:33]=[CH:32][C:31]([N+:34]([O-:36])=[O:35])=[CH:30][C:29]=1[N+:37]([O-:39])=[O:38].O>CN(C)C=O>[CH:3]([C:6]1[CH:11]=[CH:10][C:9]([CH:12]2[C:16]3[C:17]([CH3:24])=[C:18]([O:23][C:32]4[CH:33]=[CH:28][C:29]([N+:37]([O-:39])=[O:38])=[CH:30][C:31]=4[N+:34]([O-:36])=[O:35])[C:19]([CH3:22])=[C:20]([CH3:21])[C:15]=3[O:14][C:13]2([CH3:26])[CH3:25])=[CH:8][CH:7]=1)([CH3:5])[CH3:4] |f:0.1|. Procedure details: Sodium hydride (60% liquid paraffin dispersion, 270 mg, 6.75 mmol) was added to a solution of 3-(4-isopropylphenyl)-2,2,4,6,7-pentamethyl-2,3-dihydrobenzofuran-5-ol (2.0 g, 6.16 mmol) in N,N-dimethylformamide (30 mL) at 0° C., and the mixture was stirred for 20 minutes at the same temperature. To the reaction mixture was added 1-chloro-2,4-dinitrobenzene (1.37 g, 6.78 mmol) and the mixture was stirred for 20 minutes at room temperature. The reaction mixture was poured into water (50 mL), and ext... Starting materials: CC1(C=NN(C1)C(N)=S)C (4,4-Dimethyl-4,5-dihydro-pyrazole-1-carbothioic acid amide), IC (iodomethane). Run in CO (methanol). Conditions: time 2 hour. Product: CSC(=N)N1N=CC(C1)(C)C (4,4-dimethyl-4,5-dihydro-pyrazole-1-carboximidothioic acid methyl ester). Isolated yield 0.9%. RXN SMILES: [CH3:1][C:2]1([CH3:10])[CH2:6][N:5]([C:7](=[S:9])[NH2:8])[N:4]=[CH:3]1.I[CH3:12]>CO>[CH3:12][S:9][C:7]([N:5]1[CH2:6][C:2]([CH3:10])([CH3:1])[CH:3]=[N:4]1)=[NH:8]. Procedure details: 1.50 g (1 mol equiv.) 4,4-Dimethyl-4,5-dihydro-pyrazole-1-carbothioic acid amide was dissolved in 30 ml methanol; 5.9 mL (10 mol equiv.) iodomethane was added and the reaction mixture was stirred at room temperature for 2 hours. Volatiles were removed under reduced pressure, and the residue was taken up in DCM and extracted with 5% aqueous NaHCO3. The organic layer was washed twice with water, dried over Na2SO4, filtered and evaporated to dryness, yielding 1.53 g (94%) 4,4-dimethyl-4,5-dihydro-p...